From a dataset of the Open Reaction Database (ORD), a public repository of structured organic reaction records. describe an organic reaction: reactants, conditions, products, and yield Reactants: C(C)(C)OC1=C(C=CC=C1)Br (2-iso-propyloxybromobenzene), BrC1=CC(=CC=C1)OC(C)C (1-bromo-3-isopropoxybenzene). The product is C(C)(C)OC1=C(C=O)C=CC=C1 (2-iso-propyloxybenzaldehyde). The yield is 70.0%. RXN SMILES: [CH:1]([O:4][C:5]1[CH:10]=[CH:9][CH:8]=[CH:7][C:6]=1Br)([CH3:3])[CH3:2].BrC1C=CC=[C:15]([O:19]C(C)C)C=1>>[CH:1]([O:4][C:5]1[CH:10]=[CH:9][CH:8]=[CH:7][C:6]=1[CH:15]=[O:19])([CH3:3])[CH3:2]. Procedure details: The title compound was prepared as in Example 257A but employing 2-iso-propyloxybromobenzene in lieu of 1-bromo-3-isopropoxybenzene. Purification on silica, gel with 10% ether/hexane afforded the title compound (2.3 g, 70%).